This data is from the Open Reaction Database (ORD), a public repository of structured organic reaction records. The task is: describe an organic reaction: reactants, conditions, products, and yield Reactants: FC1=C(C=CC=C1)NC(=S)N ((2-fluorophenyl)thiourea), BrBr (bromine). Run in C(Cl)(Cl)Cl (chloroform). Yields the product FC1=CC=CC2=C1N=C(S2)N (4-Fluorobenzothiazol-2-ylamine). The yield is 71.3%. As a reaction SMILES: [F:1][C:2]1[CH:7]=[CH:6][CH:5]=[CH:4][C:3]=1[NH:8][C:9]([NH2:11])=[S:10].BrBr>C(Cl)(Cl)Cl>[F:1][C:2]1[C:3]2[N:8]=[C:9]([NH2:11])[S:10][C:4]=2[CH:5]=[CH:6][CH:7]=1. Procedure: To a suspension of (2-fluorophenyl)thiourea (1.7 g, 10.0 mmol) in chloroform (25 ml) was added a solution of bromine (0.51 mL; 10.0 mmol) dropwise at room temperature. The resulting mixture was heated under reflux for 3 hrs. The solvent was evaporated, water was added and the mixture was neutralized with ammonium hydroxide. The resulting white precipitation was collected by filtration and dried to yield 1.2 g (72%) of the title compound which was used in the subsequent step without further purif... Reactants: C=CCOC1C(OC(=O)c2ccccc2)C(COC(=O)c2ccccc2)OC(OC2C(OCc3ccccc3)OC(COCc3ccccc3)C(OCc3ccccc3)C2OCc2ccccc2)C1OC(=O)c1ccccc1, CO, Cl[Pd]Cl. Yields the product O=C(OCC1OC(OC2C(OCc3ccccc3)OC(COCc3ccccc3)C(OCc3ccccc3)C2OCc2ccccc2)C(OC(=O)c2ccccc2)C(O)C1OC(=O)c1ccccc1)c1ccccc1. As a reaction SMILES: [CH2:1]([CH:2]=[CH2:3])[O:4][CH:5]1[CH:6]([O:70][C:71]([c:72]2[cH:73][cH:74][cH:75][cH:76][cH:77]2)=[O:78])[CH:7]([O:30][CH:31]2[CH:32]([O:33][CH2:34][c:35]3[cH:36][cH:37][cH:38][cH:39][cH:40]3)[O:41][CH:42]([CH2:61][O:62][CH2:63][c:64]3[cH:65][cH:66][cH:67][cH:68][cH:69]3)[CH:43]([O:53][CH2:54][c:55]3[cH:56][cH:57][cH:58][cH:59][cH:60]3)[CH:44]2[O:45][CH2:46][c:47]2[cH:48][cH:49][cH:50][cH:51][cH:52]2)[O:8][CH:9]([CH2:20][O:21][C:22]([c:23]2[cH:24][cH:25][cH:26][cH:27][cH:28]2)=[O:29])[CH:10]1[O:11][C:12]([c:13]1[cH:14][cH:15][cH:16][cH:17][cH:18]1)=[O:19].[CH3:79][OH:80].[Pd:81]([Cl:82])[Cl:83]>>[OH:4][CH:5]1[CH:6]([O:70][C:71]([c:72]2[cH:73][cH:74][cH:75][cH:76][cH:77]2)=[O:78])[CH:7]([O:30][CH:31]2[CH:32]([O:33][CH2:34][c:35]3[cH:36][cH:37][cH:38][cH:39][cH:40]3)[O:41][CH:42]([CH2:61][O:62][CH2:63][c:64]3[cH:65][cH:66][cH:67][cH:68][cH:69]3)[CH:43]([O:53][CH2:54][c:55]3[cH:56][cH:57][cH:58][cH:59][cH:60]3)[CH:44]2[O:45][CH2:46][c:47]2[cH:48][cH:49][cH:50][cH:51][cH:52]2)[O:8][CH:9]([CH2:20][O:21][C:22]([c:23]2[cH:24][cH:25][cH:26][cH:27][cH:28]2)=[O:29])[CH:10]1[O:11][C:12]([c:13]1[cH:14][cH:15][cH:16][cH:17][cH:18]1)=[O:19].